Dataset: the Open Reaction Database (ORD), a public repository of structured organic reaction records. Task: describe an organic reaction: reactants, conditions, products, and yield Reactants: C(C)OC(C1=C(C=CC(=C1)Cl)[N+](=O)[O-])OCC (2-Nitro-5-chlorobenzaldehyde diethyl acetal), N1CCNCC1 (piperazine). Run in CN(C=O)C (dimethylformamide). Conditions: temperature 80 celsius, time 4 hour. Product: Cl.[N+](=O)([O-])C1=C(C=O)C=C(C=C1)N1CCNCC1 (2-nitro-5-piperazinylbenzaldehyde hydrochloride). Yield: 64.4%. RXN SMILES: C(O[CH:4]([O:15]CC)[C:5]1[CH:10]=[C:9]([Cl:11])[CH:8]=[CH:7][C:6]=1[N+:12]([O-:14])=[O:13])C.[NH:18]1[CH2:23][CH2:22][NH:21][CH2:20][CH2:19]1>CN(C)C=O>[ClH:11].[N+:12]([C:6]1[CH:7]=[CH:8][C:9]([N:18]2[CH2:23][CH2:22][NH:21][CH2:20][CH2:19]2)=[CH:10][C:5]=1[CH:4]=[O:15])([O-:14])=[O:13] |f:3.4|. Reported procedure: 2-Nitro-5-chlorobenzaldehyde diethyl acetal (138 g) was dissolved in 750 ml of dimethylformamide (DMF) and to the solution was added 250 g of anhydrous piperazine and stirred at 80° C. for 4 hours. After removing excessive piperazine and DMF by evaporation under reduced pressure, and a dilute aqueous sodium hydroxide solution was added to the residue to dissolve. Then, the solution was extracted with methylene chloride. The methylene chloride layer was washed with water and dried over sodium sul... RXN SMILES: [CH2:1]([O:3][C:4](=[O:17])[C:5]([O:8][C:9]1[CH:14]=[CH:13][C:12]([OH:15])=[CH:11][C:10]=1[CH3:16])([CH3:7])[CH3:6])[CH3:2].[F:18][C:19]([F:40])([F:39])[O:20][C:21]1[CH:26]=[CH:25][C:24]([C:27]2[N:32]=[CH:31][C:30]([CH2:33]O)=[C:29]([C:35]([F:38])([F:37])[F:36])[CH:28]=2)=[CH:23][CH:22]=1.CN(C)C(N=NC(N(C)C)=O)=O.C(P(CCCC)CCCC)CCC>>[CH2:1]([O:3][C:4](=[O:17])[C:5]([CH3:6])([O:8][C:9]1[CH:14]=[CH:13][C:12]([O:15][CH2:33][C:30]2[CH:31]=[N:32][C:27]([C:24]3[CH:23]=[CH:22][C:21]([O:20][C:19]([F:39])([F:18])[F:40])=[CH:26][CH:25]=3)=[CH:28][C:29]=2[C:35]([F:38])([F:36])[F:37])=[CH:11][C:10]=1[CH3:16])[CH3:7])[CH3:2]. Reported procedure: In analogy to the procedure described in example 43E], 2-(4-hydroxy-2-methyl-phenoxy)-2-methyl-propionic acid ethyl ester (described in WO 02/092590) was reacted with [6-(4-trifluoromethoxy-phenyl)-4-trifluoromethyl-pyridin-3-yl]-methanol in the presence of N,N,N′,N′-tetramethylazodicarboxamide and tributylphosphine to give the title compound as colorless oil. Starting materials: FC(OC1=CC=C(C=C1)C1=CC(=C(C=N1)CO)C(F)(F)F)(F)F ([6-(4-trifluoromethoxy-phenyl)-4-trifluoromethyl-pyridin-3-yl]-methanol), CN(C(=O)N=NC(=O)N(C)C)C (N,N,N′,N′-tetramethylazodicarboxamide), C(CCC)P(CCCC)CCCC (tributylphosphine), C(C)OC(C(C)(C)OC1=C(C=C(C=C1)O)C)=O (2-(4-hydroxy-2-methyl-phenoxy)-2-methyl-propionic acid ethyl ester). Product: C(C)OC(C(C)(OC1=C(C=C(C=C1)OCC=1C=NC(=CC1C(F)(F)F)C1=CC=C(C=C1)OC(F)(F)F)C)C)=O (2-Methyl-2-{2-methyl-4-[6-(4-trifluoromethoxy-phenyl)-4-trifluoromethyl-pyridin-3-ylmethoxy]-phenoxy}-propionic acid ethyl ester).